This data is from the Open Reaction Database (ORD), a public repository of structured organic reaction records. The task is: describe an organic reaction: reactants, conditions, products, and yield Reactants: NC=1C(=NC(=C(N1)C1=C(C=CC=C1)Br)C1=NN(C(C=C1)=O)C(C)C)C#N (3-amino-5-(2-bromophenyl)-6-(1-isopropyl-6-oxo-1,6-dihydro-3-pyridazinyl)-2-pyrazinecarbonitrile), O1CCOCC1 (Dioxane). Solvent: Br (hydrogen bromide), CC(=O)O (AcOH). Run at temperature 22.5 celsius, time 5 hour. Yields the product NC=1C(=NC(=C(N1)C1=C(C=CC=C1)Br)C1=NN(C(C=C1)=O)C(C)C)C(=O)N (3-amino-5-(2-bromophenyl)-6-(1-isopropyl-6-oxo-1,6-dihydro-3-pyridazinyl)-2-pyrazinecarboxamide). RXN SMILES: [NH2:1][C:2]1[C:3]([C:25]#[N:26])=[N:4][C:5]([C:15]2[CH:20]=[CH:19][C:18](=[O:21])[N:17]([CH:22]([CH3:24])[CH3:23])[N:16]=2)=[C:6]([C:8]2[CH:13]=[CH:12][CH:11]=[CH:10][C:9]=2[Br:14])[N:7]=1.[O:27]1CCOCC1>Br.CC(O)=O>[NH2:1][C:2]1[C:3]([C:25]([NH2:26])=[O:27])=[N:4][C:5]([C:15]2[CH:20]=[CH:19][C:18](=[O:21])[N:17]([CH:22]([CH3:24])[CH3:23])[N:16]=2)=[C:6]([C:8]2[CH:13]=[CH:12][CH:11]=[CH:10][C:9]=2[Br:14])[N:7]=1. Procedure: A mixture of 3-amino-5-(2-bromophenyl)-6-(1-isopropyl-6-oxo-1,6-dihydro-3-pyridazinyl)-2-pyrazinecarbonitrile (59 mg) in 25% hydrogen bromide in AcOH (0.36 ml) was stirred at 20-25° C. for 5 hours. Dioxane (3 ml) was added to the mixture to give a precipitate. The precipitate was collected by filtration and suspended in sat. aq. NaHCO3 to give a solid. The solid was collected by filtration and dried under reduced pressure to give 3-amino-5-(2-bromophenyl)-6-(1-isopropyl-6-oxo-1,6-dihydro-3-pyrid... Starting materials: CC(=O)OCC(C)C(O)c1ccc(Cc2cccnc2)cc1, COC(C)=O, ClCCl, [Na+], O, O=C([O-])O, O=S(Cl)Cl. The product is CC(=O)OCC(C)C(Cl)c1ccc(Cc2cccnc2)cc1. As a reaction SMILES: [C:1]([CH3:2])(=[O:3])[O:4][CH2:5][CH:6]([CH:7]([OH:8])[c:9]1[cH:10][cH:11][c:12]([CH2:13][c:14]2[cH:15][n:16][cH:17][cH:18][cH:19]2)[cH:20][cH:21]1)[CH3:22].[C:27]([O:28][CH3:29])(=[O:30])[CH3:31].[CH2:37]([Cl:38])[Cl:39].[Na+:32].[OH2:40].[OH:33][C:34](=[O:35])[O-:36].[S:23]([Cl:24])([Cl:25])=[O:26]>>[C:1]([CH3:2])(=[O:3])[O:4][CH2:5][CH:6]([CH:7]([c:9]1[cH:10][cH:11][c:12]([CH2:13][c:14]2[cH:15][n:16][cH:17][cH:18][cH:19]2)[cH:20][cH:21]1)[Cl:25])[CH3:22].